The task is: describe an organic reaction: reactants, conditions, products, and yield. This data is from the Open Reaction Database (ORD), a public repository of structured organic reaction records. Reactants: BrC1=CC=C(C=C1)C=1C=C2C=CC=CN2C1 (2-(4-bromo-phenyl)-indolizine), C([O-])([O-])=O.[Cs+].[Cs+] (cesium carbonate), N1CCOCC1 (morpholine), C1(CCCCC1)P(C1=C(C=CC=C1)C1=C(C=CC=C1)N(C)C)C1CCCCC1 (2-dicyclohexylphosphino-2′-(N,N′-dimethylamino)biphenyl). The reagents and catalysts are C1=CC=C(C=C1)P(C2=CC=CC=C2)C3=CC=CC=C3.C1=CC=C(C=C1)P(C2=CC=CC=C2)C3=CC=CC=C3.Cl[Pd]Cl (bis-(triphenylphosphine)-palladium (II) chloride). Solvent: C1(=CC=CC=C1)C (toluene), C1(=CC=CC=C1)C (toluene). Yields the product N1(CCOCC1)C1=CC=C(C=C1)C=1C=C2C=CC=CN2C1 (2-(4-morpholin-4-yl-phenyl)-indolizine). Isolated yield 24.4%. As a reaction SMILES: Br[C:2]1[CH:7]=[CH:6][C:5]([C:8]2[CH:9]=[C:10]3[N:15]([CH:16]=2)[CH:14]=[CH:13][CH:12]=[CH:11]3)=[CH:4][CH:3]=1.C(=O)([O-])[O-].[Cs+].[Cs+].[NH:23]1[CH2:28][CH2:27][O:26][CH2:25][CH2:24]1.C1(P(C2CCCCC2)C2C=CC=CC=2C2C=CC=CC=2N(C)C)CCCCC1>C1(C)C=CC=CC=1.C1C=CC(P(C2C=CC=CC=2)C2C=CC=CC=2)=CC=1.C1C=CC(P(C2C=CC=CC=2)C2C=CC=CC=2)=CC=1.Cl[Pd]Cl>[N:23]1([C:2]2[CH:7]=[CH:6][C:5]([C:8]3[CH:9]=[C:10]4[N:15]([CH:16]=3)[CH:14]=[CH:13][CH:12]=[CH:11]4)=[CH:4][CH:3]=2)[CH2:28][CH2:27][O:26][CH2:25][CH2:24]1 |f:1.2.3,7.8.9|. Procedure details: To 2-(4-bromo-phenyl)-indolizine (1.2 g, 4.42 mmol) in toluene (8 mL) was added cesium carbonate (4.3 g, 13.24 mmol) and morpholine (1.15 mL, 13.24 mmol). To this was added a mixture of bis-(triphenylphosphine)-palladium (II) chloride (120 mg) and 2-dicyclohexylphosphino-2′-(N,N′-dimethylamino)biphenyl (150 mg) in toluene (10 mL). The reaction mixture was degassed for 15 min and then refluxed for 16 h under an atmosphere of argon. The cooled reaction mixture was concentrated in vacuo and the res... The reactants are COCC1CN(c2ccc(Br)cn2)C(=O)O1, C[Sn](C)(C)C1=CCC2(CC1)OCCO2, CCOC(C)=O, [F-], [K+], C1CCOC1, Cl[Pd]Cl, c1ccc(P(c2ccccc2)c2ccccc2)cc1, c1ccc(P(c2ccccc2)c2ccccc2)cc1. Yields the product COCC1CN(c2ccc(C3=CCC4(CC3)OCCO4)cn2)C(=O)O1. As a reaction SMILES: [Br:1][c:2]1[cH:3][cH:4][c:5]([N:8]2[C:9](=[O:16])[O:10][CH:11]([CH2:13][O:14][CH3:15])[CH2:12]2)[n:6][cH:7]1.[CH3:17][Sn:18]([C:19]1=[CH:20][CH2:21][C:22]2([O:23][CH2:24][CH2:25][O:26]2)[CH2:27][CH2:28]1)([CH3:29])[CH3:30].[CH3:31][CH2:32][O:33][C:34](=[O:35])[CH3:36].[F-:37].[K+:38].[O:39]1[CH2:40][CH2:41][CH2:42][CH2:43]1.[Pd:44]([Cl:45])[Cl:46].[c:47]1([P:48]([c:49]2[cH:50][cH:51][cH:52][cH:53][cH:54]2)[c:55]2[cH:56][cH:57][cH:58][cH:59][cH:60]2)[cH:61][cH:62][cH:63][cH:64][cH:65]1.[c:66]1([P:67]([c:68]2[cH:69][cH:70][cH:71][cH:72][cH:73]2)[c:74]2[cH:75][cH:76][cH:77][cH:78][cH:79]2)[cH:80][cH:81][cH:82][cH:83][cH:84]1>>[c:2]1([C:19]2=[CH:20][CH2:21][C:22]3([O:23][CH2:24][CH2:25][O:26]3)[CH2:27][CH2:28]2)[cH:3][cH:4][c:5]([N:8]2[C:9](=[O:16])[O:10][CH:11]([CH2:13][O:14][CH3:15])[CH2:12]2)[n:6][cH:7]1. The reactants are CCCCCCOc1ccc(-c2ccccc2)c(C(=O)O)c1, O=S(Cl)Cl. The product is CCCCCCOc1ccc(-c2ccccc2)c(C(=O)O)c1, [Cl-]. As a reaction SMILES: [CH2:1]([CH2:2][CH2:3][CH2:4][CH2:5][CH3:6])[O:7][c:8]1[cH:9][c:10]([C:20](=[O:21])[OH:22])[c:11](-[c:14]2[cH:15][cH:16][cH:17][cH:18][cH:19]2)[cH:12][cH:13]1.[S:23]([Cl:24])([Cl:25])=[O:26]>>[CH2:1]([CH2:2][CH2:3][CH2:4][CH2:5][CH3:6])[O:7][c:8]1[cH:9][c:10]([C:20](=[O:21])[OH:22])[c:11](-[c:14]2[cH:15][cH:16][cH:17][cH:18][cH:19]2)[cH:12][cH:13]1.[Cl-:25]. The reactants are COC(=O)c1ccc(CBr)cc1, CCc1ccccc1-c1ccc(OC(=O)C(C)(C)C)cc1O. The product is CCc1ccccc1-c1ccc(OC(=O)C(C)(C)C)cc1OCc1ccc(C(=O)OC)cc1. RXN SMILES: [Br:23][CH2:24][c:25]1[cH:26][cH:27][c:28]([C:29](=[O:30])[O:31][CH3:32])[cH:33][cH:34]1.[C:1]([CH3:2])([CH3:3])([CH3:4])[C:5](=[O:6])[O:7][c:8]1[cH:9][cH:10][c:11](-[c:15]2[c:16]([CH2:17][CH3:18])[cH:19][cH:20][cH:21][cH:22]2)[c:12]([OH:14])[cH:13]1>>[C:1]([CH3:2])([CH3:3])([CH3:4])[C:5](=[O:6])[O:7][c:8]1[cH:9][cH:10][c:11](-[c:15]2[c:16]([CH2:17][CH3:18])[cH:19][cH:20][cH:21][cH:22]2)[c:12]([O:14][CH2:24][c:25]2[cH:26][cH:27][c:28]([C:29](=[O:30])[O:31][CH3:32])[cH:33][cH:34]2)[cH:13]1. The reactants are O=CC(C)=C (methacrolein), C(C)O (ethanol), C(C)OC(OCC)OCC (triethylorthoformate). Reagents/catalysts: C1(=CC=C(C=C1)S(=O)(=O)O)C (p-Toluenesulfonic acid), C(=O)([O-])[O-].[K+].[K+] (K2CO3). Run in C(Cl)Cl (CH2Cl2). Run at time 3 day. The product is C(C)OC(C(C)=C)OCC (methacrolein diethylacetal). Isolated yield 404.5%. As a reaction SMILES: O=[CH:2][C:3](=C)[CH3:4].C(O)C.C(O[CH:12]([O:16][CH2:17][CH3:18])[O:13][CH2:14][CH3:15])C>C1(C)C=CC(S(O)(=O)=O)=CC=1.C([O-])([O-])=O.[K+].[K+].C(Cl)Cl>[CH2:17]([O:16][CH:12]([O:13][CH2:14][CH3:15])[C:3](=[CH2:2])[CH3:4])[CH3:18] |f:4.5.6|. Reported procedure: p-Toluenesulfonic acid (1.14 g, 0.006 mol) was added to a mixture of methacrolein (42.35 g, 0.06 mol), ethanol (141.9 mL), CH2Cl2 (120 mL) and triethylorthoformate (130.6 mL, 0.785 mol). The mixture was stirred at room temperature for 3 days and then K2CO3 (2 g) was added. The mixture was stirred for 10 minutes, filtered, and then the filtrate was concentrated in vacuo. The residue was purified by distillation through a Vigreaux column at 130° C. to afford 35 g of methacrolein diethylacetal. The reactants are COC(CN(CC1=CC(=CC=C1)F)CC=1N(C=CN1)CC1=CC(=CC(=C1)Cl)Cl)=O ([[1-(3,5-Dichloro-benzyl)-1H-imidazol-2-ylmethyl]-(3-fluoro-benzyl)-amino]-acetic acid methyl ester), N (NH3). The solvent is solution, CO (MeOH). Conditions: temperature 100 celsius, time 18 hour. Yields the product ClC=1C=C(CN2C(=NC=C2)CN(CC(=O)N)CC2=CC(=CC=C2)F)C=C(C1)Cl (2-[[1-(3,5-Dichloro-benzyl)-1H-imidazol-2-ylmethyl]-(3-fluoro-benzyl)-amino]-acetamide). Isolated yield 51.0%. As a reaction SMILES: C[O:2][C:3](=O)[CH2:4][N:5]([CH2:14][C:15]1[N:16]([CH2:20][C:21]2[CH:26]=[C:25]([Cl:27])[CH:24]=[C:23]([Cl:28])[CH:22]=2)[CH:17]=[CH:18][N:19]=1)[CH2:6][C:7]1[CH:12]=[CH:11][CH:10]=[C:9]([F:13])[CH:8]=1.[NH3:30]>CO>[Cl:28][C:23]1[CH:22]=[C:21]([CH:26]=[C:25]([Cl:27])[CH:24]=1)[CH2:20][N:16]1[CH:17]=[CH:18][N:19]=[C:15]1[CH2:14][N:5]([CH2:6][C:7]1[CH:12]=[CH:11][CH:10]=[C:9]([F:13])[CH:8]=1)[CH2:4][C:3]([NH2:30])=[O:2]. Procedure: [[1-(3,5-Dichloro-benzyl)-1H-imidazol-2-ylmethyl]-(3-fluoro-benzyl)-amino]-acetic acid methyl ester (7e) (81 mg, 0.19 mmol) was dissolved in a 7N solution of NH3 in MeOH (10 mL). The solution was heated at 100° C. with stirring in a sealed tube reaction vessel for 18 h. The volatiles were removed in vacuo and the residue purified by column chromatography (silica gel, 5% MeOH in CH2Cl2) to provide the desired product 7f (40 mg, 51%): ESI MS m/z 421 [C20H19Cl2FN4O+H]+.